This data is from the Open Reaction Database (ORD), a public repository of structured organic reaction records. The task is: describe an organic reaction: reactants, conditions, products, and yield Reaction conditions: time 10 minute. Reaction SMILES: CS(C)=O.ClCCl.C(Cl)(=O)C(Cl)=O.[OH:14][CH2:15][CH2:16][CH2:17][CH2:18][C:19]([CH3:26])([CH3:25])[C:20]([O:22][CH2:23][CH3:24])=[O:21]>C(N(CC)CC)C>[CH3:26][C:19]([CH3:25])([CH2:18][CH2:17][CH2:16][CH:15]=[O:14])[C:20]([O:22][CH2:23][CH3:24])=[O:21]. The product is CC(C(=O)OCC)(CCCC=O)C (ethyl 2,2-dimethyl-6-oxohexanoate). Solvent: C(C)N(CC)CC (triethylamine). The reactants are CS(=O)C (DMSO), ClCCl (dichloromethane), C(C(=O)Cl)(=O)Cl (oxalyl chloride), ClCCl (dichloromethane), OCCCCC(C(=O)OCC)(C)C (ethyl 6-hydroxy-2,2-dimethylhexanoate). Reported procedure: A 4.0 ml portion of DMSO was added at −78° C. to a 40 ml dichloromethane solution of 2.5 ml oxalyl chloride and stirred for 10 minutes, and then a dichloromethane solution of 2.7 g of ethyl 6-hydroxy-2,2-dimethylhexanoate synthesized by the technique described in “Tetrahedron”, 2000, vol. 56, p. 9195-9202, was added thereto and stirred at the same temperature for 15 minutes. A 12 ml portion of triethylamine was added to the reaction solution and stirred for 30 minutes, and the reaction was quenc... The yield is 108.6%. The reactants are ClCCl, CC1CN(Cc2ccc(N(C)C(=O)c3ccc(-c4cccc(F)c4)nc3)cc2)CCN1C(=O)OC(C)(C)C, O=C(O)C(F)(F)F. The product is CC1CN(Cc2ccc(N(C)C(=O)c3ccc(-c4cccc(F)c4)nc3)cc2)CCN1. As a reaction SMILES: [Cl:46][CH2:47][Cl:48].[F:1][c:2]1[cH:3][c:4](-[c:8]2[cH:9][cH:10][c:11]([C:14](=[O:15])[N:16]([c:17]3[cH:18][cH:19][c:20]([CH2:23][N:24]4[CH2:25][CH:26]([CH3:37])[N:27]([C:30]([O:31][C:32]([CH3:33])([CH3:34])[CH3:35])=[O:36])[CH2:28][CH2:29]4)[cH:21][cH:22]3)[CH3:38])[cH:12][n:13]2)[cH:5][cH:6][cH:7]1.[F:39][C:40]([F:41])([F:42])[C:43]([OH:44])=[O:45]>>[F:1][c:2]1[cH:3][c:4](-[c:8]2[cH:9][cH:10][c:11]([C:14](=[O:15])[N:16]([c:17]3[cH:18][cH:19][c:20]([CH2:23][N:24]4[CH2:25][CH:26]([CH3:37])[NH:27][CH2:28][CH2:29]4)[cH:21][cH:22]3)[CH3:38])[cH:12][n:13]2)[cH:5][cH:6][cH:7]1. Reactants: COC=1C(=CC2=C(CCN(CC2)CCOC)C1)N (8-Methoxy-3-(2-methoxy-ethyl)-2,3,4,5-tetrahydro-1H-benzo[d]azepin-7-ylamine), ClC1=NC=C(C(=N1)NC1=C(C(=O)NC)C=CC=C1)Cl (2-(2,5-dichloro-pyrimidin-4-ylamino)-N-methyl-benzamide), solution, Cl (hydrogen chloride), O1CCOCC1 (dioxane). Run in C(C)(C)O (isopropyl alcohol). Product: ClC=1C(=NC(=NC1)NC1=CC2=C(CCN(CC2)CCOC)C=C1OC)NC1=C(C(=O)NC)C=CC=C1 (2-{5-Chloro-2-[8-methoxy-3-(2-methoxy-ethyl)-2,3,4,5-tetrahydro-1H-benzo[d]azepin-7-ylamino]-pyrimidin-4-ylamino}-N-methyl-benzamide). Isolated yield 41.8%. Reaction SMILES: [CH3:1][O:2][C:3]1[C:4]([NH2:18])=[CH:5][C:6]2[CH2:12][CH2:11][N:10]([CH2:13][CH2:14][O:15][CH3:16])[CH2:9][CH2:8][C:7]=2[CH:17]=1.Cl[C:20]1[N:25]=[C:24]([NH:26][C:27]2[CH:36]=[CH:35][CH:34]=[CH:33][C:28]=2[C:29]([NH:31][CH3:32])=[O:30])[C:23]([Cl:37])=[CH:22][N:21]=1.Cl.O1CCOCC1>C(O)(C)C>[Cl:37][C:23]1[C:24]([NH:26][C:27]2[CH:36]=[CH:35][CH:34]=[CH:33][C:28]=2[C:29]([NH:31][CH3:32])=[O:30])=[N:25][C:20]([NH:18][C:4]2[C:3]([O:2][CH3:1])=[CH:17][C:7]3[CH2:8][CH2:9][N:10]([CH2:13][CH2:14][O:15][CH3:16])[CH2:11][CH2:12][C:6]=3[CH:5]=2)=[N:21][CH:22]=1. Procedure details: 8-Methoxy-3-(2-methoxy-ethyl)-2,3,4,5-tetrahydro-1H-benzo[d]azepin-7-ylamine (55 mg, 0.22 mmol), 2-(2,5-dichloro-pyrimidin-4-ylamino)-N-methyl-benzamide (69 mg, 0.23 mmol), and a 4 M solution of hydrogen chloride in dioxane (0.06 mL, 1.1 eq), were added to isopropyl alcohol (2 mL). The reaction mixture was microwaved on 300 watts, at 130° C. for 40 minutes. The reaction mixture was partitioned between aqueous saturated Na2CO3 and dichloromethane, and the aqueous phase was extracted twice with di... The reactants are CCO, O=C(O)C=Cc1ccc(F)cc1. Yields the product O=C(O)CCc1ccc(F)cc1. RXN SMILES: [CH3:13][CH2:14][OH:15].[F:1][c:2]1[cH:3][cH:4][c:5]([CH:6]=[CH:7][C:8](=[O:9])[OH:10])[cH:11][cH:12]1>>[F:1][c:2]1[cH:3][cH:4][c:5]([CH2:6][CH2:7][C:8](=[O:9])[OH:10])[cH:11][cH:12]1. Starting materials: C(C)N1C(=NC2=C1C(=C(C=C2)F)C2=NC=CC=C2)[C@H](C)N ((S)-1-(1-ethyl-6-fluoro-7-pyridin-2-yl-1H-benzoimidazol-2-yl)ethylamine), NC1=NC=NC(=C1C#N)Cl (4-amino-6-chloropyrimidine-5-carbonitrile), CCN(C(C)C)C(C)C (DIPEA). The solvent is CC(C)O (IPA). Conditions: temperature 80 celsius, time 16 hour. Product: NC1=NC=NC(=C1C#N)N[C@@H](C)C1=NC2=C(N1CC)C(=C(C=C2)F)C2=NC=CC=C2 (4-amino-6-[[(1S)-1-[1-ethyl-6-fluoro-7-(2-pyridyl)benzimidazol-2-yl]ethyl]amino]pyrimidine-5-carbonitrile). Yield: 33.0%. As a reaction SMILES: [CH2:1]([N:3]1[C:7]2[C:8]([C:13]3[CH:18]=[CH:17][CH:16]=[CH:15][N:14]=3)=[C:9]([F:12])[CH:10]=[CH:11][C:6]=2[N:5]=[C:4]1[C@@H:19]([NH2:21])[CH3:20])[CH3:2].[NH2:22][C:23]1[C:28]([C:29]#[N:30])=[C:27](Cl)[N:26]=[CH:25][N:24]=1.CCN(C(C)C)C(C)C>CC(O)C>[NH2:22][C:23]1[C:28]([C:29]#[N:30])=[C:27]([NH:21][C@H:19]([C:4]2[N:3]([CH2:1][CH3:2])[C:7]3[C:8]([C:13]4[CH:18]=[CH:17][CH:16]=[CH:15][N:14]=4)=[C:9]([F:12])[CH:10]=[CH:11][C:6]=3[N:5]=2)[CH3:20])[N:26]=[CH:25][N:24]=1. Procedure: A mixture of (S)-1-(1-ethyl-6-fluoro-7-pyridin-2-yl-1H-benzoimidazol-2-yl)ethylamine (0.203 g, 0.715 mmol), 4-amino-6-chloropyrimidine-5-carbonitrile (0.11 g, 0.715 mmol) and DIPEA (0.65 mL, 3.58 mmol) in IPA (5 mL) was stirred at 80° C. in a sealed microwave tube for 16 hours. After cooling, the mixture was concentrated in vacuo and the residue was purified chromatography, (Si—PPC, gradient 0-5% MeOH in DCM), to give 410 as a solid (0.095 g, 33%). LCMS (Method K): RT 3.03 min [M+H]+ 403. 1H NMR... Starting materials: CC(C)(C)O, CC(C)(C)[O-], CCOC(=O)C(Cl)OCC, [I-], [K+], [K+], O, Oc1ccc2ncccc2c1. Yields the product CCOC(=O)C(OCC)Oc1ccc2ncccc2c1. Reaction SMILES: [C:30]([OH:31])([CH3:32])([CH3:33])[CH3:34].[CH3:1][C:2]([CH3:3])([O-:4])[CH3:5].[Cl:18][CH:19]([C:20](=[O:21])[O:22][CH2:23][CH3:24])[O:25][CH2:26][CH3:27].[I-:29].[K+:28].[K+:6].[OH2:35].[OH:7][c:8]1[cH:9][c:10]2[cH:11][cH:12][cH:13][n:14][c:15]2[cH:16][cH:17]1>>[O:7]([c:8]1[cH:9][c:10]2[cH:11][cH:12][cH:13][n:14][c:15]2[cH:16][cH:17]1)[CH:19]([C:20](=[O:21])[O:22][CH2:23][CH3:24])[O:25][CH2:26][CH3:27].